From a dataset of the Open Reaction Database (ORD), a public repository of structured organic reaction records. describe an organic reaction: reactants, conditions, products, and yield Starting materials: [Al+3], c1ccc2c(c1)Cc1ccccc1-2, [Cl-], [Cl-], [Cl-], O=C(Cl)c1ccc(Cl)cc1, S=C=S. The product is O=C(c1ccc(Cl)cc1)c1ccc2c(c1)Cc1ccccc1-2. RXN SMILES: [Al+3:25].[CH2:11]1[c:12]2[cH:13][cH:14][cH:15][cH:16][c:17]2-[c:18]2[cH:19][cH:20][cH:21][cH:22][c:23]21.[Cl-:24].[Cl-:26].[Cl-:27].[Cl:1][c:2]1[cH:3][cH:4][c:5]([C:6](=[O:7])[Cl:8])[cH:9][cH:10]1.[S:28]=[C:29]=[S:30]>>[Cl:1][c:2]1[cH:3][cH:4][c:5]([C:6](=[O:7])[c:21]2[cH:20][cH:19][c:18]3[c:23]([cH:22]2)[CH2:11][c:12]2[cH:13][cH:14][cH:15][cH:16][c:17]2-3)[cH:9][cH:10]1. Starting materials: CCCNC, COC(=O)c1cc(I)cc(C(=O)O)c1, CCN=C=NCCCN(C)C, ClCCl, Cl, O, On1nnc2ccccc21. The product is CCCN(C)C(=O)c1cc(I)cc(C(=O)OC)c1. Reaction SMILES: [CH3:15][NH:16][CH2:17][CH2:18][CH3:19].[CH3:1][O:2][C:3]([c:4]1[cH:5][c:6]([C:7](=[O:8])[OH:9])[cH:10][c:11]([I:13])[cH:12]1)=[O:14].[CH3:21][N:22]([CH3:23])[CH2:24][CH2:25][CH2:26][N:27]=[C:28]=[N:29][CH2:30][CH3:31].[Cl:43][CH2:44][Cl:45].[ClH:20].[OH2:32].[OH:33][n:34]1[c:35]2[cH:36][cH:37][cH:38][cH:39][c:40]2[n:41][n:42]1>>[CH3:1][O:2][C:3]([c:4]1[cH:5][c:6]([C:7](=[O:9])[N:16]([CH3:15])[CH2:17][CH2:18][CH3:19])[cH:10][c:11]([I:13])[cH:12]1)=[O:14].